The task is: describe an organic reaction: reactants, conditions, products, and yield. This data is from the Open Reaction Database (ORD), a public repository of structured organic reaction records. Reactants: ClC1=NC(=NC(=C1)C1=C(C(=CC=C1)F)F)C (4-chloro-2-methyl-6-(2,3-difluorophenyl)pyrimidine), CC(C#C)O (3-butyn-2-ol), O (water), [H-].[Na+] (sodium hydride). Run in CN(C=O)C (N,N-dimethylformamide). Reaction conditions: time 9 hour. The product is CC1=NC(=CC(=N1)C1=C(C(=CC=C1)F)F)OC(C#C)C (2-methyl-4-(2,3-difluorophenyl)-6-(1-methyl-2-propynyloxy)pyrimidine). Isolated yield 86.0%. Reaction SMILES: Cl[C:2]1[CH:7]=[C:6]([C:8]2[CH:13]=[CH:12][CH:11]=[C:10]([F:14])[C:9]=2[F:15])[N:5]=[C:4]([CH3:16])[N:3]=1.[CH3:17][CH:18]([OH:21])[C:19]#[CH:20].[H-].[Na+].O>CN(C)C=O>[CH3:16][C:4]1[N:5]=[C:6]([C:8]2[CH:13]=[CH:12][CH:11]=[C:10]([F:14])[C:9]=2[F:15])[CH:7]=[C:2]([O:21][CH:18]([CH3:17])[C:19]#[CH:20])[N:3]=1 |f:2.3|. Procedure details: In 10 ml of N,N-dimethylformamide were dissolved 255 mg of 4-chloro-2-methyl-6-(2,3-difluorophenyl)pyrimidine and 97 mg of 3-butyn-2-ol, to which 56 mg of sodium hydride (60% in oil) was added, followed by stirring at room temperature for 9 hours. The reaction mixture was then poured into water and extracted with ethyl acetate. The organic layer was washed with a saturated aqueous sodium chloride solution, dried over anhydrous magnesium sulfate, and then concentrated. The resulting residue was s... Reactants: FC1=CC=C(C=C1)NC=1OCC(C1C(=O)OCC)=O (ethyl 2-[(4-fluorophenyl)amino]-4-oxo-4,5-dihydrofuran-3-carboxylate), C([O-])([O-])=O.[K+].[K+] (potassium carbonate), CI (methyliodide). Run in CN(C=O)C (N,N-dimethylformamide), O (water). Reaction conditions: time 12 hour. Product: FC1=CC=C(C=C1)N(C)C=1OCC(C1C(=O)OCC)=O (ethyl 2-[(4-fluorophenyl)-N-methylamino]-4-oxo-4,5-dihydrofuran-3-carboxylate). Yield: 122.5%. Reaction SMILES: [F:1][C:2]1[CH:7]=[CH:6][C:5]([NH:8][C:9]2[O:10][CH2:11][C:12](=[O:19])[C:13]=2[C:14]([O:16][CH2:17][CH3:18])=[O:15])=[CH:4][CH:3]=1.[C:20](=O)([O-])[O-].[K+].[K+].CI>CN(C)C=O.O>[F:1][C:2]1[CH:3]=[CH:4][C:5]([N:8]([C:9]2[O:10][CH2:11][C:12](=[O:19])[C:13]=2[C:14]([O:16][CH2:17][CH3:18])=[O:15])[CH3:20])=[CH:6][CH:7]=1 |f:1.2.3|. Procedure: A solution of ethyl 2-[(4-fluorophenyl)amino]-4-oxo-4,5-dihydrofuran-3-carboxylate (0.10 g, 0.38 mmol) which similarly prepared according to the procedure described in the Example 4, First step, potassium carbonate (0.063 g, 0.45 mmol) and methyliodide (0.026 mL, 0.42 mmol) in anhydrous N,N-dimethylformamide (2.0 mL) was stirred at ambient temperature for 12 h. The reaction mixture was diluted with water then extracted with ethyl acetate for 3 times. The organic layer was dried over sodium sulfa... Starting materials: C1CCOC1, O=C(Cl)OC(Cl)(Cl)Cl, Nc1ccc(N2CCCCC2=O)cc1. The product is O=C=Nc1ccc(N2CCCCC2=O)cc1. RXN SMILES: [CH2:23]1[O:24][CH2:25][CH2:26][CH2:27]1.[Cl:1][C:2](=[O:3])[O:4][C:5]([Cl:6])([Cl:7])[Cl:8].[NH2:9][c:10]1[cH:11][cH:12][c:13]([N:16]2[C:17](=[O:22])[CH2:18][CH2:19][CH2:20][CH2:21]2)[cH:14][cH:15]1>>[C:2](=[O:3])=[N:9][c:10]1[cH:11][cH:12][c:13]([N:16]2[C:17](=[O:22])[CH2:18][CH2:19][CH2:20][CH2:21]2)[cH:14][cH:15]1.